This data is from the Open Reaction Database (ORD), a public repository of structured organic reaction records. The task is: describe an organic reaction: reactants, conditions, products, and yield RXN SMILES: [F:23][c:24]1[c:25]([N:30]2[CH2:31][CH2:32][NH:33][CH2:34][CH2:35]2)[cH:26][cH:27][cH:28][cH:29]1.[N+:1](=[O:2])([O-:3])[c:4]1[cH:5][c:6](-[n:10]2[n:11][c:12]([CH2:19][CH2:20][CH2:21][CH3:22])[cH:13][c:14]2[CH2:15][CH2:16][CH:17]=[O:18])[cH:7][cH:8][cH:9]1>>[N+:1](=[O:2])([O-:3])[c:4]1[cH:5][c:6](-[n:10]2[n:11][c:12]([CH2:19][CH2:20][CH2:21][CH3:22])[cH:13][c:14]2[CH2:15][CH2:16][CH2:17][N:33]2[CH2:32][CH2:31][N:30]([c:25]3[c:24]([F:23])[cH:29][cH:28][cH:27][cH:26]3)[CH2:35][CH2:34]2)[cH:7][cH:8][cH:9]1. Yields the product CCCCc1cc(CCCN2CCN(c3ccccc3F)CC2)n(-c2cccc([N+](=O)[O-])c2)n1. Starting materials: Fc1ccccc1N1CCNCC1, CCCCc1cc(CCC=O)n(-c2cccc([N+](=O)[O-])c2)n1.